describe an organic reaction: reactants, conditions, products, and yield From a dataset of the Open Reaction Database (ORD), a public repository of structured organic reaction records. The reactants are ClN1C(CCC1=O)=O (N-Chlorosuccinimide), FC1=CC=C(CCN2CCC(CC2)N2CCC3=CC=C(C=C23)N)C=C1 (1-[1-(4-fluorophenethyl)piperidin-4-yl]-6-aminoindoline), resultant mixture. Run in C(C)#N (acetonitrile). Yields the product FC1=CC=C(CCN2CCC(CC2)N2CCC3=CC(=C(C=C23)N)Cl)C=C1 (1-[1-(4-fluorophenethyl)piperdin-4-yl]-5-chloro-6-aminoindoline). The yield is 34.5%. RXN SMILES: [Cl:1]N1C(=O)CCC1=O.[F:9][C:10]1[CH:33]=[CH:32][C:13]([CH2:14][CH2:15][N:16]2[CH2:21][CH2:20][CH:19]([N:22]3[C:30]4[C:25](=[CH:26][CH:27]=[C:28]([NH2:31])[CH:29]=4)[CH2:24][CH2:23]3)[CH2:18][CH2:17]2)=[CH:12][CH:11]=1>C(#N)C>[F:9][C:10]1[CH:33]=[CH:32][C:13]([CH2:14][CH2:15][N:16]2[CH2:17][CH2:18][CH:19]([N:22]3[C:30]4[C:25](=[CH:26][C:27]([Cl:1])=[C:28]([NH2:31])[CH:29]=4)[CH2:24][CH2:23]3)[CH2:20][CH2:21]2)=[CH:12][CH:11]=1. Procedure details: N-Chlorosuccinimide (0.24 g) was added at room temperature to a solution of 1-[1-(4-fluorophenethyl)piperidin-4-yl]-6-aminoindoline (0.5 g) in acetonitrile (50 ml) and the resultant mixture was stirred for 1 hr. Then the reaction mixture was filtered and concentrated under reduced pressure. Next, a 5 N aqueous solution of sodium hydroxide and ethyl acetate were added thereto and the layers were separated. The organic layer was washed with brine and dried over anhydrous magnesium sulfate. The res... Reactants: [OH-].[Na+] (sodium hydroxide), S(=O)(Cl)Cl (thionyl chloride), OC(CNC1=C(C=CC=C1C)C)C (N-(β-hydroxypropyl)-2,6-dimethyl-aniline), CC1=C(N)C(=CC=C1)C (2,6-dimethylaniline), O1CC1C (1,2-epoxipropane). Run in C1=CC=CC=C1 (benzene), O (water), O (water), C1=CC=CC=C1 (benzene). Run at time 5 hour. The product is ClC(CNC1=C(C=CC=C1C)C)C (N-(β-chloropropyl)-2,6-dimethyl-aniline). Isolated yield 77.0%. As a reaction SMILES: S(Cl)([Cl:3])=O.O[CH:6]([CH3:17])[CH2:7][NH:8][C:9]1[C:14]([CH3:15])=[CH:13][CH:12]=[CH:11][C:10]=1[CH3:16].CC1C=CC=C(C)C=1N.O1C(C)C1.[OH-].[Na+]>C1C=CC=CC=1.O>[Cl:3][CH:6]([CH3:17])[CH2:7][NH:8][C:9]1[C:14]([CH3:15])=[CH:13][CH:12]=[CH:11][C:10]=1[CH3:16] |f:4.5|. Reported procedure: A solution of 123 ml (202 g, 1.7 moles) of thionyl chloride in 200 ml of dry benzene is added dropwise to a solution of 100 g (0.558 moles) of N-(β-hydroxypropyl)-2,6-dimethyl-aniline (prepared from 2,6-dimethylaniline and 1,2-epoxipropane as described in the published Dutch patent application No. 6,507,312; b.p.: 120°-125° C./1 mm Hg; yield: 51%) in 1000 ml of dry benzene at room temperature under nitrogen atmosphere. The resulting mixture is stirred and boiled under nitrogen atmosphere for 5 h... Yields the product OC1C(C(CC1O)C=CC(C(CCCC)C)O)CCCCCCC(=O)O (7-[2,3-dihydroxy-5-(3-hydroxy-4-methyloct-1-enyl)cyclopentyl]heptanoic acid). Isolated yield 5.2%. Starting materials: OC1C(C(CC1OC1OCCCC1)C=CC(C(CCCC)C)O)CCCCCCC(=O)O (7-[2-hydroxy-5-(3-hydroxy-4-methyloct-1-enyl)-3-(2-tetrahydropyranyloxy)cyclopentyl]heptanoic acid), C(C)(=O)O (acetic acid). As a reaction SMILES: [OH:1][CH:2]1[CH:6]([O:7]C2CCCCO2)[CH2:5][CH:4]([CH:14]=[CH:15][CH:16]([OH:23])[CH:17]([CH3:22])[CH2:18][CH2:19][CH2:20][CH3:21])[CH:3]1[CH2:24][CH2:25][CH2:26][CH2:27][CH2:28][CH2:29][C:30]([OH:32])=[O:31].C(O)(=O)C>O>[OH:1][CH:2]1[CH:6]([OH:7])[CH2:5][CH:4]([CH:14]=[CH:15][CH:16]([OH:23])[CH:17]([CH3:22])[CH2:18][CH2:19][CH2:20][CH3:21])[CH:3]1[CH2:24][CH2:25][CH2:26][CH2:27][CH2:28][CH2:29][C:30]([OH:32])=[O:31]. Run at temperature 40 celsius, time 4 hour. Reported procedure: A mixture of 7-[2-hydroxy-5-(3-hydroxy-4-methyloct-1-enyl)-3-(2-tetrahydropyranyloxy)cyclopentyl]heptanoic acid (1.06 g.), glacial acetic acid (40 ml.) and water (20 ml.) was stirred at 40° C. for 4 hours. The mixture was then treated with water (50 ml.) and extracted with diethyl ether (2 × 50 ml.). The combined ethereal extracts were washed once with water, dried over magnesium sulphate, and concentrated in vacuo to low volume. Repeatedly, small portions of benzene were then added, concentrati... Run in O (water), O (water). Reactants: C(#N)C=1C=C(C(=O)Cl)C=C(C1)F (3-cyano-5-fluoro-benzoic acid chloride), CC1=CC=CC2=C1NC(O2)=O (4-methyl-3H-benzoxazol-2-one), [Cl-].[Cl-].[Cl-].[Al+3] (aluminium trichloride), ice water. Yields the product FC=1C=C(C#N)C=C(C1)C(=O)C1=CC2=C(NC(O2)=O)C(=C1)C (3-fluoro-5-(4-methyl-2-oxo-2,3-dihydro-benzoxazole-6-carbonyl)-benzonitrile). As a reaction SMILES: [C:1]([C:3]1[CH:4]=[C:5]([CH:9]=[C:10]([F:12])[CH:11]=1)[C:6](Cl)=[O:7])#[N:2].[CH3:13][C:14]1[C:19]2[NH:20][C:21](=[O:23])[O:22][C:18]=2[CH:17]=[CH:16][CH:15]=1.[Cl-].[Cl-].[Cl-].[Al+3]>>[F:12][C:10]1[CH:11]=[C:3]([CH:4]=[C:5]([C:6]([C:16]2[CH:15]=[C:14]([CH3:13])[C:19]3[NH:20][C:21](=[O:23])[O:22][C:18]=3[CH:17]=2)=[O:7])[CH:9]=1)[C:1]#[N:2] |f:2.3.4.5|. Procedure: 1.84 g (10.0 mmol) 3-cyano-5-fluoro-benzoic acid chloride, 1.49 g (10.0 mmol) 4-methyl-3H-benzoxazol-2-one and 5.33 g (40.0 mmol) aluminium trichloride were heated to 125° C. for 1.5 h with stirring. Then the mixture was mixed with ice water. The precipitate formed was suction filtered, washed with water and dried i. vac. The reactants are CN1C(COC2=C1C=C(C=C2)[N+](=O)[O-])=O (4-methyl-6-nitro-4H-benzo[1,4]oxazin-3-one). The reagents and catalysts are [Fe] (Fe). The solvent is CCO (EtOH), O (water). Conditions: temperature 60 celsius, time 18 hour. Product: NC=1C=CC2=C(N(C(CO2)=O)C)C1 (6-amino-4-methyl-4H-benzo[1,4]oxazin-3-one). Yield: 97.3%. Reaction SMILES: [CH3:1][N:2]1[C:7]2[CH:8]=[C:9]([N+:12]([O-])=O)[CH:10]=[CH:11][C:6]=2[O:5][CH2:4][C:3]1=[O:15]>CCO.O.[Fe]>[NH2:12][C:9]1[CH:10]=[CH:11][C:6]2[O:5][CH2:4][C:3](=[O:15])[N:2]([CH3:1])[C:7]=2[CH:8]=1. Reported procedure: Fe powder (4.1 g, 73.20 mmol) was added to a solution of 4-methyl-6-nitro-4H-benzo[1,4]oxazin-3-one (3.0 g, 14.42 mmol) in EtOH (100 ml) and water (50 ml). The mixture was stirred at 60° C. vigorously with a mechanic stirrer for 18 hours, then filtered through a celite cake. The filtrate was concentrated under reduced pressure to give 2.50 g of 6-amino-4-methyl-4H-benzo[1,4]oxazin-3-one as a solid, 98%. Starting materials: NC(NS(=O)(=O)C1=CC=C(C=C1)C)=S (N-(aminothioxomethyl)-4-methyl-benzene-sulfonamide), BrCC(=O)C1=CC(=C(C(=C1)[N+](=O)[O-])O)O (2-bromo-1-(3,4-dihydroxy-5-nitrophenyl)ethanone). Run in C(C)O (ethanol). Product: OC=1C=C(C=C(C1O)[N+](=O)[O-])C=1N=C(SC1)NS(=O)(=O)C1=CC=C(C=C1)C (N-[4-(3,4-Dihydroxy-5-nitro-phenyl)-thiazol-2-yl]4-methyl-benzenesulfonamid). As a reaction SMILES: [NH2:1][C:2](=[S:14])[NH:3][S:4]([C:7]1[CH:12]=[CH:11][C:10]([CH3:13])=[CH:9][CH:8]=1)(=[O:6])=[O:5].Br[CH2:16][C:17]([C:19]1[CH:24]=[C:23]([N+:25]([O-:27])=[O:26])[C:22]([OH:28])=[C:21]([OH:29])[CH:20]=1)=O>C(O)C>[OH:29][C:21]1[CH:20]=[C:19]([C:17]2[N:1]=[C:2]([NH:3][S:4]([C:7]3[CH:12]=[CH:11][C:10]([CH3:13])=[CH:9][CH:8]=3)(=[O:5])=[O:6])[S:14][CH:16]=2)[CH:24]=[C:23]([N+:25]([O-:27])=[O:26])[C:22]=1[OH:28]. Procedure details: A mixture of 0.24 g of N-(aminothioxomethyl)-4-methyl-benzene-sulfonamide and 0.2 g of 2-bromo-1-(3,4-dihydroxy-5-nitrophenyl)ethanone was dissolved in 5 ml of ethanol and boiled under reflux for 1 h. 0.26 g of N-[4-(3,4-dihydroxy-5-nitro-phenyl)-thiazol-2-yl]-4-methyl-benzenesulfonamide separated as red crystals upon cooling. Reactants: CCO, CCc1sc(C2CCCCC2)cc1C(Oc1ccc(C(=O)OC)cc1)C1CCCCC1, [Na+], C1CCOC1, [OH-]. Yields the product CCc1sc(C2CCCCC2)cc1C(Oc1ccc(C(=O)O)cc1)C1CCCCC1. As a reaction SMILES: [CH3:39][CH2:40][OH:41].[CH:1]1([CH:7]([O:8][c:9]2[cH:10][cH:11][c:12]([C:13](=[O:14])[O:15][CH3:16])[cH:17][cH:18]2)[c:19]2[c:20]([CH2:30][CH3:31])[s:21][c:22]([CH:24]3[CH2:25][CH2:26][CH2:27][CH2:28][CH2:29]3)[cH:23]2)[CH2:2][CH2:3][CH2:4][CH2:5][CH2:6]1.[Na+:38].[O:32]1[CH2:33][CH2:34][CH2:35][CH2:36]1.[OH-:37]>>[CH:1]1([CH:7]([O:8][c:9]2[cH:10][cH:11][c:12]([C:13](=[O:14])[OH:15])[cH:17][cH:18]2)[c:19]2[c:20]([CH2:30][CH3:31])[s:21][c:22]([CH:24]3[CH2:25][CH2:26][CH2:27][CH2:28][CH2:29]3)[cH:23]2)[CH2:2][CH2:3][CH2:4][CH2:5][CH2:6]1.